This data is from the Open Reaction Database (ORD), a public repository of structured organic reaction records. The task is: describe an organic reaction: reactants, conditions, products, and yield The reactants are CC(=O)O[BH-](OC(C)=O)OC(C)=O, CC(=O)O, Cc1nn(-c2ncccc2Cl)cc1C=O, FC1(F)COC2(CCNCC2)c2sc(Cl)cc21, ClCCCl, ClCCl, [Na+]. Product: Cc1nn(-c2ncccc2Cl)cc1CN1CCC2(CC1)OCC(F)(F)c1cc(Cl)sc12. As a reaction SMILES: [C:37]([O:38][BH-:39]([O:40][C:41](=[O:42])[CH3:43])[O:44][C:45](=[O:46])[CH3:47])(=[O:48])[CH3:49].[CH3:33][C:34](=[O:35])[OH:36].[Cl:18][c:19]1[c:20](-[n:25]2[n:26][c:27]([CH3:32])[c:28]([CH:30]=[O:31])[cH:29]2)[n:21][cH:22][cH:23][cH:24]1.[Cl:1][c:2]1[cH:3][c:4]2[c:5]([s:6]1)[C:7]1([CH2:8][CH2:9][NH:10][CH2:11][CH2:12]1)[O:13][CH2:14][C:15]2([F:16])[F:17].[Cl:51][CH2:52][CH2:53][Cl:54].[Cl:55][CH2:56][Cl:57].[Na+:50]>>[Cl:1][c:2]1[cH:3][c:4]2[c:5]([s:6]1)[C:7]1([CH2:8][CH2:9][N:10]([CH2:30][c:28]3[c:27]([CH3:32])[n:26][n:25](-[c:20]4[c:19]([Cl:18])[cH:24][cH:23][cH:22][n:21]4)[cH:29]3)[CH2:11][CH2:12]1)[O:13][CH2:14][C:15]2([F:16])[F:17]. The reactants are BrCC(=O)Br (bromoacetylbromide), ClC=1C=C(C=CC1OCCN(CC)CC)N (3-chloro-4-(2-diethylamino-ethoxy)-phenylamine). The solvent is ClCCl (dichloromethane), ClCCl (dichloromethane). Yields the product Br.BrCC(=O)NC1=CC(=C(C=C1)OCCN(CC)CC)Cl (2-bromo-N-[3-chloro-4-(2-diethylamino-ethoxy)-phenyl]-acetamide-hydrobromide). As a reaction SMILES: [Br:1][CH2:2][C:3](Br)=[O:4].[Cl:6][C:7]1[CH:8]=[C:9]([NH2:21])[CH:10]=[CH:11][C:12]=1[O:13][CH2:14][CH2:15][N:16]([CH2:19][CH3:20])[CH2:17][CH3:18]>ClCCl>[BrH:1].[Br:1][CH2:2][C:3]([NH:21][C:9]1[CH:10]=[CH:11][C:12]([O:13][CH2:14][CH2:15][N:16]([CH2:19][CH3:20])[CH2:17][CH3:18])=[C:7]([Cl:6])[CH:8]=1)=[O:4] |f:3.4|. Procedure: A solution of 1.86 mL (21.00 mmol) of bromoacetylbromide in 10 mL of dichloromethane was added dropwise to a solution of 5.00 g (21.00 mmol) of 3-chloro-4-(2-diethylamino-ethoxy)-phenylamine. in 100 mL of dichloromethane at 0° C. and the mixture was stirred for 20 minutes at 0° C. The precipitate formed was filtered off, washed with dichloromethane and MTBE and dried i. vac. at 40° C. Starting materials: FC(C=1C=C(C=C(C1)C(F)(F)F)C1=NN(C=N1)\C=C/C(=O)O)(F)F ((Z)-3-(3-(3,5-bis(trifluoromethyl)phenyl)-1H-1,2,4-triazol-1-yl)acrylic acid), CN(N)C1=NC=CC=C1 (2-(1-methylhydrazinyl)pyridine), CCOC(=O)C (EtOAc), CCN(C(C)C)C(C)C (DIPEA). Solvent: C(Cl)Cl (CH2Cl2), CO (MeOH). Product: FC(C=1C=C(C=C(C1)C(F)(F)F)C1=NN(C=N1)\C=C/C(=O)NN(C1=NC=CC=C1)C)(F)F ((Z)-3-(3-(3,5-bis(trifluoromethyl)phenyl)-1H-1,2,4-triazol-1-yl)-N′-methyl-N′-(pyridin-2-yl)acrylohydrazide). Isolated yield 16.2%. RXN SMILES: [F:1][C:2]([F:24])([F:23])[C:3]1[CH:4]=[C:5]([C:13]2[N:17]=[CH:16][N:15](/[CH:18]=[CH:19]\[C:20]([OH:22])=O)[N:14]=2)[CH:6]=[C:7]([C:9]([F:12])([F:11])[F:10])[CH:8]=1.[CH3:25][N:26]([C:28]1[CH:33]=[CH:32][CH:31]=[CH:30][N:29]=1)[NH2:27].CCOC(C)=O.CCN(C(C)C)C(C)C>C(Cl)Cl.CO>[F:11][C:9]([F:12])([F:10])[C:7]1[CH:6]=[C:5]([C:13]2[N:17]=[CH:16][N:15](/[CH:18]=[CH:19]\[C:20]([NH:27][N:26]([CH3:25])[C:28]3[CH:33]=[CH:32][CH:31]=[CH:30][N:29]=3)=[O:22])[N:14]=2)[CH:4]=[C:3]([C:2]([F:24])([F:23])[F:1])[CH:8]=1. Reported procedure: A 50-mL, 3-necked, round-bottomed flask was charged with (Z)-3-(3-(3,5-bis(trifluoromethyl)phenyl)-1H-1,2,4-triazol-1-yl)acrylic acid (0.43 g), 2-(1-methylhydrazinyl)pyridine (0.15 g, 1.0 eq.) in EtOAc (10 mL) T3P (50% in EtOAc; 1.1 g, 1.5 eq.) and DIPEA (0.40 g, 2.5 eq.) were added under nitrogen atmosphere at −60° C. and the progress of the reaction was monitored by TLC (using 10% MeOH:CH2Cl2 as mobile phase and visualization with UV light). The reaction mixture was concentrated under reduced ... RXN SMILES: [C:1]1([C:7]([C:12]2[CH:17]=[CH:16][CH:15]=[C:14]([N+:18]([O-:20])=[O:19])[CH:13]=2)=[CH:8][C:9]([OH:11])=O)[CH:6]=[CH:5][CH:4]=[CH:3][CH:2]=1.ClC(OCC)=O.[CH2:27]([NH2:37])[CH2:28][CH2:29][CH2:30][CH2:31][CH2:32][CH2:33][CH2:34][CH2:35][CH3:36]>C(Cl)Cl.C(N(CC)CC)C>[CH2:27]([NH:37][C:9](=[O:11])[CH:8]=[C:7]([C:1]1[CH:2]=[CH:3][CH:4]=[CH:5][CH:6]=1)[C:12]1[CH:17]=[CH:16][CH:15]=[C:14]([N+:18]([O-:20])=[O:19])[CH:13]=1)[CH2:28][CH2:29][CH2:30][CH2:31][CH2:32][CH2:33][CH2:34][CH2:35][CH3:36]. Product: C(CCCCCCCCC)NC(C=C(C1=CC(=CC=C1)[N+](=O)[O-])C1=CC=CC=C1)=O (N-Decyl-3-phenyl-3-(3-nitrophenyl)propenamide). Solvent: C(Cl)Cl (methylene chloride), C(Cl)Cl (methylene chloride), C(Cl)Cl (methylene chloride), C(C)N(CC)CC (triethylamine). Procedure details: To a stirred solution of 8.0 g. of 3-phenyl-3-(3-nitrophenyl)propenoic acid in 260 ml. of methylene chloride was added 3.3 g. of triethylamine. The mixture was stirred for 20 minutes and then it was cooled in an ice-bath. To the cooled solution was added, dropwise, during 15 minutes, a solution of 3.6 g. of ethyl chloroformate in 30 ml. of methylene chloride. Stirring was continued for 20 minutes, and then a solution of 5.2 g. of decylamine in 30 ml. of methylene chloride was added, dropwise, du... Conditions: time 20 minute. Starting materials: C1(=CC=CC=C1)C(=CC(=O)O)C1=CC(=CC=C1)[N+](=O)[O-] (3-phenyl-3-(3-nitrophenyl)propenoic acid), ClC(=O)OCC (ethyl chloroformate), C(CCCCCCCCC)N (decylamine). The reactants are Cl (hydrochloric acid), C(CCC)NCCCC (dibutylamine), [OH-].[Na+] (sodium hydroxide), [N+](=O)([O-])C=1C=C(C=CC1Cl)S(=O)(=O)Cl (3-nitro-4-chlorobenzenesulfonyl chloride). Solvent: C(C)#N (acetonitrile), O (water). Reaction conditions: temperature 0 celsius. The product is C(CCC)N(S(=O)(=O)C1=CC(=C(C=C1)Cl)[N+](=O)[O-])CCCC (N,N-dibutyl-4-chloro-3-nitrobenzenesulfonamide). RXN SMILES: [CH2:1]([NH:5][CH2:6][CH2:7][CH2:8][CH3:9])[CH2:2][CH2:3][CH3:4].[OH-].[Na+].[N+:12]([C:15]1[CH:16]=[C:17]([S:22](Cl)(=[O:24])=[O:23])[CH:18]=[CH:19][C:20]=1[Cl:21])([O-:14])=[O:13].Cl>C(#N)C.O>[CH2:1]([N:5]([CH2:6][CH2:7][CH2:8][CH3:9])[S:22]([C:17]1[CH:18]=[CH:19][C:20]([Cl:21])=[C:15]([N+:12]([O-:14])=[O:13])[CH:16]=1)(=[O:23])=[O:24])[CH2:2][CH2:3][CH3:4] |f:1.2|. Reported procedure: To 565 g of dibutylamine were added 2.5 liters of water and 230 g of sodium hydroxide and the mixture was cooled to 0° C. To the mixture was added dropwise 1400 ml of an acetonitrile solution containing 1120 g of 3-nitro-4-chlorobenzenesulfonyl chloride while maintaining at 10° C. or lower. After the completion of the reaction, 100 ml of concentrated hydrochloric acid was added thereto. The crystals thus deposited were collected by filtration, washed with water and dried. Yield: 1208 g (79.2%). ... The reactants are CO, [H][H], COC(=O)C(c1ccccc1)C1CCN(c2ccc([N+](=O)[O-])cc2)CC1, c1ccsc1. The product is COC(=O)C(c1ccccc1)C1CCN(c2ccc(N)cc2)CC1. Reaction SMILES: [CH3:34][OH:35].[H:32][H:33].[N+:1]([O-:2])(=[O:3])[c:4]1[cH:5][cH:6][c:7]([N:10]2[CH2:11][CH2:12][CH:13]([CH:16]([C:17](=[O:18])[O:19][CH3:20])[c:21]3[cH:22][cH:23][cH:24][cH:25][cH:26]3)[CH2:14][CH2:15]2)[cH:8][cH:9]1.[cH:27]1[cH:28][s:29][cH:30][cH:31]1>>[NH2:1][c:4]1[cH:5][cH:6][c:7]([N:10]2[CH2:11][CH2:12][CH:13]([CH:16]([C:17](=[O:18])[O:19][CH3:20])[c:21]3[cH:22][cH:23][cH:24][cH:25][cH:26]3)[CH2:14][CH2:15]2)[cH:8][cH:9]1. Reactants: CCO, Nc1ccc(Cl)cc1, O=Cc1cccc([N+](=O)[O-])c1. The product is O=[N+]([O-])c1cccc(C=Nc2ccc(Cl)cc2)c1. As a reaction SMILES: [CH3:20][CH2:21][OH:22].[Cl:1][c:2]1[cH:3][cH:4][c:5]([NH2:8])[cH:6][cH:7]1.[N+:9](=[O:10])([O-:11])[c:12]1[cH:13][c:14]([CH:15]=[O:16])[cH:17][cH:18][cH:19]1>>[Cl:1][c:2]1[cH:3][cH:4][c:5]([N:8]=[CH:15][c:14]2[cH:13][c:12]([N+:9](=[O:10])[O-:11])[cH:19][cH:18][cH:17]2)[cH:6][cH:7]1.